This data is from the Open Reaction Database (ORD), a public repository of structured organic reaction records. The task is: describe an organic reaction: reactants, conditions, products, and yield The reactants are ON1C(CCCC1(C)C)(C)C (1-oxyl-2,2,6,6-tetramethylpiperidine), N(=O)OC(C)(C)C (tert-butyl nitrite), N1=CC=CC=C1 (pyridine), NC1=CC=CC=C1 (aniline). Reagents/catalysts: [Cu](F)F (copper(II) fluoride). Run in C(C)#N (acetonitrile), C(C)#N (acetonitrile). Yields the product O(C1=CC=CC=C1)N1C(CCCC1(C)C)(C)C (1-Phenoxy-2,2,6,6-tetramethylpiperidine). The yield is 84.0%. Reaction SMILES: [OH:1][N:2]1[C:7]([CH3:9])([CH3:8])[CH2:6][CH2:5][CH2:4][C:3]1([CH3:11])[CH3:10].N(OC(C)(C)C)=O.N1C=CC=CC=1.N[C:26]1[CH:31]=[CH:30][CH:29]=[CH:28][CH:27]=1>C(#N)C.[Cu](F)F>[O:1]([N:2]1[C:7]([CH3:9])([CH3:8])[CH2:6][CH2:5][CH2:4][C:3]1([CH3:11])[CH3:10])[C:26]1[CH:31]=[CH:30][CH:29]=[CH:28][CH:27]=1. Procedure details: The process of Example 1 is repeated using 3.9 g (25 mmol) of 1-oxyl-2,2,6,6-tetramethylpiperidine, 7.84 g (76 mmol) of tert-butyl nitrite, 25 mg (0.25 mmol) of copper(II) fluoride in a mixture of 100 mL of acetonitrile/20 mL of pyridine and 4.65 g (50 mmol) of aniline in 10 mL of acetonitrile at 70° C. The crude product obtained is purified by vacuum flash chromatography (heptane) to give 4.9 g of the title compound as a colorless oil in 84.5% yield. The reactants are CCOC(=O)C=CN(C)C, Cc1ccccc1, O=C(O)c1cc(I)ccc1F, O, O=S(Cl)Cl. Product: CCOC(=O)C(=CN(C)C)C(=O)c1cc(I)ccc1F. Reaction SMILES: [CH3:16][N:17]([CH:18]=[CH:19][C:20](=[O:21])[O:22][CH2:23][CH3:24])[CH3:25].[CH3:26][c:27]1[cH:28][cH:29][cH:30][cH:31][cH:32]1.[F:1][c:2]1[c:3]([C:4](=[O:5])[OH:6])[cH:7][c:8]([I:11])[cH:9][cH:10]1.[OH2:33].[S:12]([Cl:13])([Cl:14])=[O:15]>>[F:1][c:2]1[c:3]([C:4](=[O:6])[C:19](=[CH:18][N:17]([CH3:16])[CH3:25])[C:20](=[O:21])[O:22][CH2:23][CH3:24])[cH:7][c:8]([I:11])[cH:9][cH:10]1.